This data is from the Open Reaction Database (ORD), a public repository of structured organic reaction records. The task is: describe an organic reaction: reactants, conditions, products, and yield The reactants are CCNC(=O)Nc1nc2cc(-c3cccnc3)cc(I)c2s1, CCCC[Sn](CCCC)(CCCC)c1cccn1C, CN(C)C=O, c1ccc(P(c2ccccc2)(c2ccccc2)[Pd](P(c2ccccc2)(c2ccccc2)c2ccccc2)(P(c2ccccc2)(c2ccccc2)c2ccccc2)P(c2ccccc2)(c2ccccc2)c2ccccc2)cc1. Yields the product CCNC(=O)Nc1nc2cc(-c3cccnc3)cc(-c3cccn3C)c2s1. RXN SMILES: [CH2:1]([CH3:2])[NH:3][C:4](=[O:5])[NH:6][c:7]1[s:8][c:9]2[c:10]([n:11]1)[cH:12][c:13](-[c:17]1[cH:18][n:19][cH:20][cH:21][cH:22]1)[cH:14][c:15]2[I:16].[CH3:23][n:24]1[c:25]([Sn:29]([CH2:30][CH2:31][CH2:32][CH3:33])([CH2:34][CH2:35][CH2:36][CH3:37])[CH2:38][CH2:39][CH2:40][CH3:41])[cH:26][cH:27][cH:28]1.[O:42]=[CH:43][N:44]([CH3:45])[CH3:46].[cH:47]1[cH:48][cH:49][c:50]([P:51]([Pd:52]([P:53]([c:54]2[cH:55][cH:56][cH:57][cH:58][cH:59]2)([c:60]2[cH:61][cH:62][cH:63][cH:64][cH:65]2)[c:66]2[cH:67][cH:68][cH:69][cH:70][cH:71]2)([P:72]([c:73]2[cH:74][cH:75][cH:76][cH:77][cH:78]2)([c:79]2[cH:80][cH:81][cH:82][cH:83][cH:84]2)[c:85]2[cH:86][cH:87][cH:88][cH:89][cH:90]2)[P:91]([c:92]2[cH:93][cH:94][cH:95][cH:96][cH:97]2)([c:98]2[cH:99][cH:100][cH:101][cH:102][cH:103]2)[c:104]2[cH:105][cH:106][cH:107][cH:108][cH:109]2)([c:110]2[cH:111][cH:112][cH:113][cH:114][cH:115]2)[c:116]2[cH:117][cH:118][cH:119][cH:120][cH:121]2)[cH:122][cH:123]1>>[CH2:1]([CH3:2])[NH:3][C:4](=[O:5])[NH:6][c:7]1[s:8][c:9]2[c:10]([n:11]1)[cH:12][c:13](-[c:17]1[cH:18][n:19][cH:20][cH:21][cH:22]1)[cH:14][c:15]2-[c:25]1[n:24]([CH3:23])[cH:28][cH:27][cH:26]1. The reactants are C1(=CC=CC=C1)C(C1=CC=CC=C1)(C1=CC=CC=C1)NC1[C@@H]2N(C(C(S2)(C)C)C2=NN=NN2CCC(=O)OC)C1=O (6-(triphenylmethylamino)-2,2-dimethyl-3-(1-[2-methoxycarbonylethyl]tetrazol-5-yl)penam), N12NCCC=C2CCC1 (diazabicyclo[4.3.0]non-5-ene). Solvent: C(Cl)(Cl)Cl (chloroform), C(Cl)(Cl)Cl (chloroform), C(Cl)(Cl)Cl (chloroform). Run at time 3 hour. The product is C1(=CC=CC=C1)C(C1=CC=CC=C1)(C1=CC=CC=C1)NC1[C@@H]2N(C(C(S2)(C)C)C2=NN=NN2)C1=O (6-(Triphenylmethylamino)-2,2-dimethyl-3-(5-tetrazolyl)penam). The yield is 71.0%. Reaction SMILES: [C:1]1([C:7]([NH:20][CH:21]2[C:40](=[O:41])[N:23]3[CH:24]([C:29]4[N:33](CCC(OC)=O)[N:32]=[N:31][N:30]=4)[C:25]([CH3:28])([CH3:27])[S:26][C@H:22]23)([C:14]2[CH:19]=[CH:18][CH:17]=[CH:16][CH:15]=2)[C:8]2[CH:13]=[CH:12][CH:11]=[CH:10][CH:9]=2)[CH:6]=[CH:5][CH:4]=[CH:3][CH:2]=1.N12CCCC1=CCCN2>C(Cl)(Cl)Cl>[C:1]1([C:7]([NH:20][CH:21]2[C:40](=[O:41])[N:23]3[CH:24]([C:29]4[NH:30][N:31]=[N:32][N:33]=4)[C:25]([CH3:27])([CH3:28])[S:26][C@H:22]23)([C:14]2[CH:19]=[CH:18][CH:17]=[CH:16][CH:15]=2)[C:8]2[CH:9]=[CH:10][CH:11]=[CH:12][CH:13]=2)[CH:6]=[CH:5][CH:4]=[CH:3][CH:2]=1. Reported procedure: To a stirred solution of 600 mg. of 6-(triphenylmethylamino)-2,2-dimethyl-3-(1-[2-methoxycarbonylethyl]tetrazol-5-yl)penam (containing ca 4.5% of methanol) in 1 ml. of chloroform, is added a solution of 375.2 mg. of diazabicyclo[4.3.0]non-5-ene in 0.5 ml. of chloroform. Stirring is continued for a further 3 hours, and then the solution is diluted with a further 2 ml. of chloroform. The latter solution is washed quickly with 5 ml. of 2N hydrochloric acid, and then a further 5 ml. of 2N hydrochlor...